Dataset: the Open Reaction Database (ORD), a public repository of structured organic reaction records. Task: describe an organic reaction: reactants, conditions, products, and yield Starting materials: C(C)O (ethanol), C(C)(=O)O (acetic acid), [Br-].[Br-].[Br-].[NH+]1=CC=CC=C1.[NH+]1=CC=CC=C1.[NH+]1=CC=CC=C1 (pyridinium tribromide), C(C)(=O)O (acetic acid), N1C=CC2=C(C=CC=C12)C=1C=C(C=CC1)CC(=O)N(C)C (2-[3-(1H-indol-4-yl)-phenyl]-N,N-dimethyl-acetamide). Reagents/catalysts: [Zn] (zinc). Solvent: CC(C)(C)O (t-BuOH), O (Water). Reaction conditions: time 3 hour. Yields the product CN(C(CC1=CC(=CC=C1)C1=C2CC(NC2=CC=C1)=O)=O)C (N,N-dimethyl-2-[3-(2-oxo-2,3-dihydro-1H-indol-4-yl)-phenyl]-acetamide). RXN SMILES: [NH:1]1[C:9]2[C:4](=[C:5]([C:10]3[CH:11]=[C:12]([CH2:16][C:17]([N:19]([CH3:21])[CH3:20])=[O:18])[CH:13]=[CH:14][CH:15]=3)[CH:6]=[CH:7][CH:8]=2)[CH:3]=[CH:2]1.C([OH:24])C.C(O)(=O)C.[Br-].[Br-].[Br-].[NH+]1C=CC=CC=1.[NH+]1C=CC=CC=1.[NH+]1C=CC=CC=1>CC(O)(C)C.[Zn].O>[CH3:21][N:19]([CH3:20])[C:17](=[O:18])[CH2:16][C:12]1[CH:13]=[CH:14][CH:15]=[C:10]([C:5]2[CH:6]=[CH:7][CH:8]=[C:9]3[C:4]=2[CH2:3][C:2](=[O:24])[NH:1]3)[CH:11]=1 |f:3.4.5.6.7.8|. Procedure details: To the suspension of 2-[3-(1H-indol-4-yl)-phenyl]-N,N-dimethyl-acetamide (1.6 g, 5 mmol) in t-BuOH: ethanol: acetic acid (332 mL: 20 mL: 24 mL) was added pyridinium tribromide (5 g, 15 mmol) portionwise. The mixture was stirred at room temperature for 3 hours, and then to the mixture was added acetic acid (22 mL). Water (0.7 mL) and zinc dust (5 g) were added to the reaction mixture portionwise. After stirring for one hour, any unreacted zinc was filtered off and most of the solvent was removed ... Reactants: BrC=1C=C2C(=NC1)C=CN2 (6-bromo-1H-pyrrolo[3,2-b]pyridine), [H-].[Na+] (sodium hydride), C1(=CC=C(C=C1)S(=O)(=O)Cl)C (p-toluensulfonyl chloride). Run in C(Cl)Cl (DCM), CN(C)C=O (DMF). Conditions: temperature 0 celsius, time 30 minute. Product: BrC=1C=C2C(=NC1)C=CN2S(=O)(=O)C2=CC=C(C)C=C2 (6-Bromo-1-tosyl-1H-pyrrolo[3,2-b]pyridine). The yield is 96.4%. Reaction SMILES: [Br:1][C:2]1[CH:3]=[C:4]2[NH:10][CH:9]=[CH:8][C:5]2=[N:6][CH:7]=1.[H-].[Na+].[C:13]1([CH3:23])[CH:18]=[CH:17][C:16]([S:19](Cl)(=[O:21])=[O:20])=[CH:15][CH:14]=1>CN(C=O)C.C(Cl)Cl>[Br:1][C:2]1[CH:3]=[C:4]2[N:10]([S:19]([C:16]3[CH:17]=[CH:18][C:13]([CH3:23])=[CH:14][CH:15]=3)(=[O:21])=[O:20])[CH:9]=[CH:8][C:5]2=[N:6][CH:7]=1 |f:1.2|. Reported procedure: To a solution of 6-bromo-1H-pyrrolo[3,2-b]pyridine (4.0 g, 20.3 mmol) in DMF (40 mL) at 0° C. was added sodium hydride (893 mg, 22.33 mmol). The reaction mixture was stirred at 0° C. for 30 minutes. Next, p-toluensulfonyl chloride (4.64 g, 24.26 mmol) was added, and the reaction mixture was stirred for 1 hour while warming to RT. The reaction mixture was subsequently diluted with DCM (300 mL) and washed with brine. The combined organic layers were dried over MgSO4, concentrated in vacuo, and pur... RXN SMILES: O=[C:2]1[CH2:7][CH2:6][CH:5]([C:8]2[CH:15]=[CH:14][CH:13]=[CH:12][C:9]=2[C:10]#[N:11])[CH2:4][CH2:3]1.BrC1C=CC=CC=1C#N.CC1(C)C(C)(C)OB(C2CCC3(OCCO3)CC=2)O1.[NH:44]1[CH2:47][CH:46]([NH:48][C:49](=[O:66])[CH2:50][NH:51][C:52]2[C:61]3[C:56](=[CH:57][CH:58]=[C:59]([C:62]([F:65])([F:64])[F:63])[CH:60]=3)[N:55]=[CH:54][N:53]=2)[CH2:45]1.[BH-](OC(C)=O)(OC(C)=O)OC(C)=O.[Na+]>>[C:10]([C:9]1[CH:12]=[CH:13][CH:14]=[CH:15][C:8]=1[CH:5]1[CH2:6][CH2:7][CH:2]([N:44]2[CH2:45][CH:46]([NH:48][C:49](=[O:66])[CH2:50][NH:51][C:52]3[C:61]4[C:56](=[CH:57][CH:58]=[C:59]([C:62]([F:63])([F:65])[F:64])[CH:60]=4)[N:55]=[CH:54][N:53]=3)[CH2:47]2)[CH2:3][CH2:4]1)#[N:11] |f:4.5|. Reactants: O=C1CCC(CC1)C1=C(C#N)C=CC=C1 (2-(4-oxocyclohexyl)benzonitrile), N1CC(C1)NC(CNC1=NC=NC2=CC=C(C=C12)C(F)(F)F)=O (N-(azetidin-3-yl)-2-((6-(trifluoromethyl)quinazolin-4-yl)amino)acetamide), BrC1=C(C#N)C=CC=C1 (2-bromobenzonitrile), CC1(OB(OC1(C)C)C1=CCC2(OCCO2)CC1)C (8-(4,4,5,5-Tetramethyl-[1,3,2]dioxaborolan-2-yl)-1,4-dioxa-spiro[4.5]dec-7-ene), [BH-](OC(=O)C)(OC(=O)C)OC(=O)C.[Na+] (NaBH(OAc)3). Reported procedure: Reaction of 2-(4-oxocyclohexyl)benzonitrile (prepared by the reaction of 2-bromobenzonitrile with 8-(4,4,5,5-Tetramethyl-[1,3,2]dioxaborolan-2-yl)-1,4-dioxa-spiro[4.5]dec-7-ene using the sequence described in Example 1 Step A-C) with N-(azetidin-3-yl)-2-((6-(trifluoromethyl)quinazolin-4-yl)amino)acetamide (as prepared in Example 1 Step G) in the presence of TEA and NaBH(OAc)3 as described in Example 1, Step H afforded the product. Yields the product C(#N)C1=C(C=CC=C1)C1CCC(CC1)N1CC(C1)NC(CNC1=NC=NC2=CC=C(C=C12)C(F)(F)F)=O (N-(1-(4-(2-cyanophenyl)cyclohexyl)azetidin-3-yl)-2-((6-(trifluoromethyl)quinazolin-4-yl)amino)acetamide).